This data is from the Open Reaction Database (ORD), a public repository of structured organic reaction records. The task is: describe an organic reaction: reactants, conditions, products, and yield Starting materials: FC=1C=C2C(=CNC2=CC1)CCCN(CC1=CC=CC=C1)CCOC1=C(C=CC=C1)OC ([3-(5-fluoro1H-indol-3-yl)-propyl]-[2-(2-methoxy-phenoxy) ethyl]-benzylamine). Reagents/catalysts: [Pd] (palladium on carbon). Run in C(C)O (ethanol). Reaction conditions: time 20 hour. The product is FC=1C=C2C(=CNC2=CC1)CCCNCCOC1=C(C=CC=C1)OC ([3-(5-Fluoro-1H-indol-3-yl)-propyl]-[2-(2-Methoxy-phenoxy)ethyl]-amine). Isolated yield 0.1%. Reaction SMILES: [F:1][C:2]1[CH:3]=[C:4]2[C:8](=[CH:9][CH:10]=1)[NH:7][CH:6]=[C:5]2[CH2:11][CH2:12][CH2:13][N:14]([CH2:22][CH2:23][O:24][C:25]1[CH:30]=[CH:29][CH:28]=[CH:27][C:26]=1[O:31][CH3:32])CC1C=CC=CC=1>[Pd].C(O)C>[F:1][C:2]1[CH:3]=[C:4]2[C:8](=[CH:9][CH:10]=1)[NH:7][CH:6]=[C:5]2[CH2:11][CH2:12][CH2:13][NH:14][CH2:22][CH2:23][O:24][C:25]1[CH:30]=[CH:29][CH:28]=[CH:27][C:26]=1[O:31][CH3:32]. Procedure: A mixture of [3-(5-fluoro1H-indol-3-yl)-propyl]-[2-(2-methoxy-phenoxy) ethyl]-benzylamine (0.94 g, 2.2 mol) and 10lo palladium on carbon (250 mg) in ethanol was hydrogenated for 20 hours. The catalyst was filtered off and the solvent was removed under vacuum. Chromatography (10% methanol-methylene chloride) afforded 0.63 g (85%) of product as an off-white solid: mp 125-126° C. Starting materials: Clc1nc(-n2ccnc2)ns1, CNCC1CCN(Cc2ccc3c(c2)OCO3)C1. Product: CN(CC1CCN(Cc2ccc3c(c2)OCO3)C1)c1nc(-n2ccnc2)ns1. As a reaction SMILES: [Cl:19][c:20]1[n:21][c:22](-[n:25]2[cH:26][n:27][cH:28][cH:29]2)[n:23][s:24]1.[O:1]1[CH2:2][O:3][c:4]2[c:5]1[cH:6][cH:7][c:8]([CH2:10][N:11]1[CH2:12][CH:13]([CH2:16][NH:17][CH3:18])[CH2:14][CH2:15]1)[cH:9]2>>[O:1]1[CH2:2][O:3][c:4]2[c:5]1[cH:6][cH:7][c:8]([CH2:10][N:11]1[CH2:12][CH:13]([CH2:16][N:17]([CH3:18])[c:20]3[n:21][c:22](-[n:25]4[cH:26][n:27][cH:28][cH:29]4)[n:23][s:24]3)[CH2:14][CH2:15]1)[cH:9]2.